describe an organic reaction: reactants, conditions, products, and yield From a dataset of the Open Reaction Database (ORD), a public repository of structured organic reaction records. Reactants: Cl.FC=1C=CC(=C(C1)C=1CCNCC1)C(F)(F)F (4-(5-fluoro-2-(trifluoromethyl)phenyl)-1,2,3,6-tetrahydropyridine hydrochloride). Reagents/catalysts: O=[Pt]=O (PtO2). Run in CCOC(=O)C (EtOAc). Run at time 18 hour. Yields the product Cl.FC=1C=CC(=C(C1)C1CCNCC1)C(F)(F)F (4-(5-Fluoro-2-(trifluoromethyl)phenyl)piperidine Hydrochloride). Isolated yield 77.2%. As a reaction SMILES: [ClH:1].[F:2][C:3]1[CH:4]=[CH:5][C:6]([C:15]([F:18])([F:17])[F:16])=[C:7]([C:9]2[CH2:10][CH2:11][NH:12][CH2:13][CH:14]=2)[CH:8]=1>CCOC(C)=O.O=[Pt]=O>[ClH:1].[F:2][C:3]1[CH:4]=[CH:5][C:6]([C:15]([F:18])([F:16])[F:17])=[C:7]([CH:9]2[CH2:10][CH2:11][NH:12][CH2:13][CH2:14]2)[CH:8]=1 |f:0.1,4.5|. Procedure: A mixture of 4-(5-fluoro-2-(trifluoromethyl)phenyl)-1,2,3,6-tetrahydropyridine hydrochloride (10, 0.393 g, 1.41 mmol) and PtO2 (0.095 mg, 0.42 mmol) in EtOAc (14 mL) was stirred at ambient temperature for 18 h under a balloon of H2. The mixture was filtered over Celite, and the filtrate was concentrated under reduced pressure and dissolved in CH2Cl2 (4 mL). To this solution was added HCl (2 N in Et2O, 4.0 mL) and the resulting mixture stirred at ambient temperature for 20 min. The resulting susp...